This data is from the Open Reaction Database (ORD), a public repository of structured organic reaction records. The task is: describe an organic reaction: reactants, conditions, products, and yield Starting materials: C(C)C(CC(C#N)O)C(C)[N+](=O)[O-] (4-ethyl-2-hydroxy-5-nitrohexane nitrile), S(O)(O)(=O)=O (sulfuric acid), C(C)(C)(C)O (t-butanol). The solvent is O (water). Run at temperature 75 celsius. Product: C(C)(C)(C)NC(C(CC(C(C)[N+](=O)[O-])CC)=O)=O (N-t-butyl-4-ethyl-5-nitro-2-oxo-hexanamide). As a reaction SMILES: [CH2:1]([CH:3]([CH:9]([N+:11]([O-:13])=[O:12])[CH3:10])[CH2:4][CH:5]([OH:8])[C:6]#[N:7])[CH3:2].S(=O)(=O)(O)[OH:15].[C:19](O)([CH3:22])([CH3:21])[CH3:20]>O>[C:19]([NH:7][C:6](=[O:15])[C:5](=[O:8])[CH2:4][CH:3]([CH2:1][CH3:2])[CH:9]([N+:11]([O-:13])=[O:12])[CH3:10])([CH3:22])([CH3:21])[CH3:20]. Procedure: To a solution of 4-ethyl-2-hydroxy-5-nitrohexane nitrile (1.7 g) in t-butanol (6.8 ml) was added conc. sulfuric acid (0.8 ml) at 0° C. with stirring. After stirring for an hour at room temperature, the mixture was heated at 75° C. for an hour. The reaction mixture was diluted with water and extracted with ethyl acetate. The extract was washed successively with water and brine, dried over magnesium sulfate, and then evaporated to dryness in vacuo. The resulting oil was dissolved in acetic acid (9... The reactants are C(C=C)N1CCNCC1 (1-(2-propenyl)piperazine), C(C=C)(=O)OCC (ethyl 2-propenoate). Run in C(C)O (ethanol). Product: C(C=C)N1CCN(CC1)CCC(=O)OCC (ethyl 4-(2-propenyl)- 1-piperazine-propanoate). Yield: 80.0%. RXN SMILES: [CH2:1]([N:4]1[CH2:9][CH2:8][NH:7][CH2:6][CH2:5]1)[CH:2]=[CH2:3].[C:10]([O:14][CH2:15][CH3:16])(=[O:13])[CH:11]=[CH2:12]>C(O)C>[CH2:1]([N:4]1[CH2:9][CH2:8][N:7]([CH2:12][CH2:11][C:10]([O:14][CH2:15][CH3:16])=[O:13])[CH2:6][CH2:5]1)[CH:2]=[CH2:3]. Reported procedure: A mixture of 1-(2-propenyl)piperazine (6.6 g) and ethyl 2-propenoate (11.3 ml) in ethanol (100 ml) was stirred and refluxed for 1 hour 30 minutes. The solvent was evaporated, yielding 9.6 g (80%) of ethyl 4-(2-propenyl)- 1-piperazine-propanoate (interm. 1). Starting materials: O=C([O-])[O-], COC(=O)c1ccc2c(C)n[nH]c2c1, CCCCCC, Clc1cc(-c2ccccc2)ccc1CBr, [K+], [K+], O. Product: COC(=O)c1ccc2c(C)n(Cc3ccc(-c4ccccc4)cc3Cl)nc2c1. RXN SMILES: [C:30](=[O:31])([O-:32])[O-:33].[CH3:1][O:2][C:3](=[O:4])[c:5]1[cH:6][cH:7][c:8]2[c:9]([CH3:14])[n:10][nH:11][c:12]2[cH:13]1.[CH3:37][CH2:38][CH2:39][CH2:40][CH2:41][CH3:42].[Cl:15][c:16]1[c:17]([CH2:18][Br:19])[cH:20][cH:21][c:22](-[c:24]2[cH:25][cH:26][cH:27][cH:28][cH:29]2)[cH:23]1.[K+:34].[K+:35].[OH2:36]>>[CH3:1][O:2][C:3](=[O:4])[c:5]1[cH:6][cH:7][c:8]2[c:9]([CH3:14])[n:10]([CH2:18][c:17]3[c:16]([Cl:15])[cH:23][c:22](-[c:24]4[cH:25][cH:26][cH:27][cH:28][cH:29]4)[cH:21][cH:20]3)[n:11][c:12]2[cH:13]1. Starting materials: c1ccc(COCCOc2ccc(C3CCCCC3)cc2)cc1, CCO, [OH-], [OH-], [Pd+2]. Yields the product OCCOc1ccc(C2CCCCC2)cc1. RXN SMILES: [CH2:1]([c:2]1[cH:3][cH:4][cH:5][cH:6][cH:7]1)[O:8][CH2:9][CH2:10][O:11][c:12]1[cH:13][cH:14][c:15]([CH:18]2[CH2:19][CH2:20][CH2:21][CH2:22][CH2:23]2)[cH:16][cH:17]1.[CH3:24][CH2:25][OH:26].[OH-:27].[OH-:29].[Pd+2:28]>>[OH:8][CH2:9][CH2:10][O:11][c:12]1[cH:13][cH:14][c:15]([CH:18]2[CH2:19][CH2:20][CH2:21][CH2:22][CH2:23]2)[cH:16][cH:17]1. Reactants: COC(=O)CBr, O=C([O-])[O-], CCC(CC)(c1ccc(O)c(C)c1)c1cc2ccc(OC)cc2s1, CC#N, [I-], [K+], [K+], [K+]. Product: CCC(CC)(c1ccc(OCC(=O)OC)c(C)c1)c1cc2ccc(OC)cc2s1. Reaction SMILES: [Br:25][CH2:26][C:27](=[O:28])[O:29][CH3:30].[C:31](=[O:32])([O-:33])[O-:34].[CH2:1]([CH3:2])[C:3]([CH2:4][CH3:5])([c:6]1[cH:7][c:8]2[c:9]([s:10]1)[cH:11][c:12]([O:15][CH3:16])[cH:13][cH:14]2)[c:17]1[cH:18][c:19]([CH3:24])[c:20]([OH:23])[cH:21][cH:22]1.[CH3:39][C:40]#[N:41].[I-:38].[K+:35].[K+:36].[K+:37]>>[CH2:1]([CH3:2])[C:3]([CH2:4][CH3:5])([c:6]1[cH:7][c:8]2[c:9]([s:10]1)[cH:11][c:12]([O:15][CH3:16])[cH:13][cH:14]2)[c:17]1[cH:18][c:19]([CH3:24])[c:20]([O:23][CH2:26][C:27](=[O:28])[O:29][CH3:30])[cH:21][cH:22]1.